This data is from the Open Reaction Database (ORD), a public repository of structured organic reaction records. The task is: describe an organic reaction: reactants, conditions, products, and yield Reactants: C(C=CC)C1C(C2=CC(=CC=C2C1)C1=CC=CC=C1)=O ((RS)-2-(2-buten-1-yl)-6-phenyl-1-indanone), CO (methanol), O=[O+][O-] (ozone), O=[O+][O-] (ozone). The solvent is ClCCl (dichloromethane). Conditions: time 75 minute. The product is O=CCC1C(C2=CC(=CC=C2C1)C1=CC=CC=C1)=O ((RS)-2-(2-oxoethyl)-6-phenyl-1-indanone). Isolated yield 97.0%. As a reaction SMILES: O=[O+][O-].[CH2:4]([CH:8]1[CH2:16][C:15]2[C:10](=[CH:11][C:12]([C:17]3[CH:22]=[CH:21][CH:20]=[CH:19][CH:18]=3)=[CH:13][CH:14]=2)[C:9]1=[O:23])C=CC.[CH3:24][OH:25]>ClCCl>[O:25]=[CH:24][CH2:4][CH:8]1[CH2:16][C:15]2[C:10](=[CH:11][C:12]([C:17]3[CH:22]=[CH:21][CH:20]=[CH:19][CH:18]=3)=[CH:13][CH:14]=2)[C:9]1=[O:23]. Procedure: An ozone stream (3 g ozone/hour) was conducted for 75 minutes while stirring through a solution, cooled to -70°, of 12.0 g of (RS)-2-(2-buten-1-yl)-6-phenyl-1-indanone in 180 ml of anhydrous dichloromethane and 40 ml of anhydrous methanol. Subsequently, the mixture was flushed with oxygen for 5 minutes and with argon for 10 minutes. After the addition of 5.04 ml of dimethyl sulfide, the mixture was stirred at room temperature for 15 hours. The reaction mixture was evaporated in a vacuum. The res... Starting materials: C(C)C1=CC(=C(NC1=O)C)C1=NC(=CC=C1)C(=O)O (5′-ethyl-2′-methyl-6′-oxo-1′,6′-dihydro-[2,3′]bipyridinyl-6-carboxylic acid), C(CCC)N (n-butyl amine). Yields the product C(CCC)NC(=O)C1=CC=CC(=N1)C1=C(NC(C(=C1)CC)=O)C (5′-Ethyl-2′-methyl-6′-oxo-1′,6′-dihydro-[2,3′]bipyridinyl-6-carboxylic acid butylamide). RXN SMILES: [CH2:1]([C:3]1[C:8](=[O:9])[NH:7][C:6]([CH3:10])=[C:5]([C:11]2[CH:16]=[CH:15][CH:14]=[C:13]([C:17]([OH:19])=O)[N:12]=2)[CH:4]=1)[CH3:2].[CH2:20]([NH2:24])[CH2:21][CH2:22][CH3:23]>>[CH2:20]([NH:24][C:17]([C:13]1[N:12]=[C:11]([C:5]2[CH:4]=[C:3]([CH2:1][CH3:2])[C:8](=[O:9])[NH:7][C:6]=2[CH3:10])[CH:16]=[CH:15][CH:14]=1)=[O:19])[CH2:21][CH2:22][CH3:23]. Reported procedure: Method 1, Example 205 is substantially repeated except for utilizing 5′-ethyl-2′-methyl-6′-oxo-1′,6′-dihydro-[2,3′]bipyridinyl-6-carboxylic acid and n-butyl amine to afford the title compound. MS: m/e=314 (M+H). The reactants are O=C([O-])[O-], CC(C)=O, CC(C)I, [K+], [K+], CN(C)C=O, CC(O)C1CCN(c2nnn[nH]2)CC1. Yields the product CC(O)C1CCN(c2nnn(C(C)C)n2)CC1. As a reaction SMILES: [C:15](=[O:16])([O-:17])[O-:18].[CH3:30][C:31](=[O:32])[CH3:33].[I:21][CH:22]([CH3:23])[CH3:24].[K+:19].[K+:20].[O:25]=[CH:26][N:27]([CH3:28])[CH3:29].[nH:1]1[n:2][n:3][n:4][c:5]1[N:6]1[CH2:7][CH2:8][CH:9]([CH:12]([CH3:13])[OH:14])[CH2:10][CH2:11]1>>[n:1]1[n:2][n:3]([CH:22]([CH3:23])[CH3:24])[n:4][c:5]1[N:6]1[CH2:7][CH2:8][CH:9]([CH:12]([CH3:13])[OH:14])[CH2:10][CH2:11]1. Starting materials: CC(=O)O[BH-](OC(C)=O)OC(C)=O, CC(=O)O, O=Cc1cccc(C(F)(F)F)c1Cl, ClCCl, [Na+], O, CC(CN)c1ccccc1. Product: CC(CNCc1cccc(C(F)(F)F)c1Cl)c1ccccc1. RXN SMILES: [C:28]([O:29][BH-:30]([O:31][C:32](=[O:33])[CH3:34])[O:35][C:36](=[O:37])[CH3:38])(=[O:39])[CH3:40].[CH3:11][C:12](=[O:13])[OH:14].[Cl:15][c:16]1[c:17]([CH:18]=[O:19])[cH:20][cH:21][cH:22][c:23]1[C:24]([F:25])([F:26])[F:27].[Cl:42][CH2:43][Cl:44].[Na+:41].[OH2:45].[c:1]1([CH:7]([CH2:8][NH2:9])[CH3:10])[cH:2][cH:3][cH:4][cH:5][cH:6]1>>[c:1]1([CH:7]([CH2:8][NH:9][CH2:18][c:17]2[c:16]([Cl:15])[c:23]([C:24]([F:25])([F:26])[F:27])[cH:22][cH:21][cH:20]2)[CH3:10])[cH:2][cH:3][cH:4][cH:5][cH:6]1. The reactants are C(C)OC(\C=C\C1=CC(=CC=2C(COC21)(C)C)Br)=O ((E)-3-(5-bromo-3,3-dimethyl-2,3-dihydro-benzofuran-7-yl)-acrylic acid ethyl ester), C(C)OC(\C=C\C1=CC(=CC=2C(COC21)(C)C)Br)=O ((E)-3-(5-bromo-3,3-dimethyl-2,3-dihydro-benzofuran-7-yl)-acrylic acid ethyl ester). The reagents and catalysts are [Pd] (palladium on carbon). The solvent is C(C)(=O)OCC (ethyl acetate), C(C)O (ethanol). Reaction conditions: time 8 hour. Product: C(C)OC(CCC1=CC=CC=2C(COC21)(C)C)=O (3-(3,3-Dimethyl-2,3-dihydro-benzofuran-7-yl)-propionic Acid Ethyl Ester). Isolated yield 95.9%. Reaction SMILES: [CH2:1]([O:3][C:4](=[O:19])/[CH:5]=[CH:6]/[C:7]1[C:15]2[O:14][CH2:13][C:12]([CH3:17])([CH3:16])[C:11]=2[CH:10]=[C:9](Br)[CH:8]=1)[CH3:2]>C(OCC)(=O)C.[Pd].C(O)C>[CH2:1]([O:3][C:4](=[O:19])[CH2:5][CH2:6][C:7]1[C:15]2[O:14][CH2:13][C:12]([CH3:17])([CH3:16])[C:11]=2[CH:10]=[CH:9][CH:8]=1)[CH3:2]. Procedure: A solution of (E)-3-(5-bromo-3,3-dimethyl-2,3-dihydro-benzofuran-7-yl)-acrylic acid ethyl ester (Intermediate 74, 0.97 g, 2.98 mmol) in 13 mL of ethyl acetate was treated with a slurry of 10% palladium on carbon (0.25 g) in 7 mL of ethanol and the resulting reaction mixture was stirred overnight under an atmosphere of hydrogen. The solids were then filtered over a bed of celite and the filtrate was evaporated to an oil. The oil was dissolved in dichloromethane and washed with water. The organic ... Reactants: C(CCCC)C1=CC=C(C=C1)S(=O)(=O)Cl (4-n-pentylbenzenesulfonyl chloride), ice water. The reagents and catalysts are [Zn] (Zinc). The solvent is S(O)(O)(=O)=O (sulfuric acid), O (water). Conditions: time 1 hour. Yields the product C(CCCC)C1=CC=C(C=C1)S (4-n-pentylbenzenethiol). Isolated yield 71.0%. RXN SMILES: [CH2:1]([C:6]1[CH:11]=[CH:10][C:9]([S:12](Cl)(=O)=O)=[CH:8][CH:7]=1)[CH2:2][CH2:3][CH2:4][CH3:5]>S(=O)(=O)(O)O.O.[Zn]>[CH2:1]([C:6]1[CH:7]=[CH:8][C:9]([SH:12])=[CH:10][CH:11]=1)[CH2:2][CH2:3][CH2:4][CH3:5]. Reported procedure: Zinc dust (39 g) was added to a mixture of 4-n-pentylbenzenesulfonyl chloride (27 g, 0.11 ml) in concentrated sulfuric acid (43 ml) and water (270 ml) at less than 0° C. Thereafter, stirring was continued at a temperature less than 0° C. for about one hour followed by refluxing for approximately three hours. The reaction mixture was cooled and then poured into ice water (350 ml) and the reaction product was extracted with ether (2×400 ml). The extract was washed with water and dried over anhydro...